This data is from the Open Reaction Database (ORD), a public repository of structured organic reaction records. The task is: describe an organic reaction: reactants, conditions, products, and yield The reactants are C(#N)C1=CC=C(OCCCCCOC2=CC(=C(C(=O)N(C(C)C)C(C)C)C=C2)O)C=C1 (4-[5-(4-cyanophenoxy)pentyloxy]-2-hydroxy-N,N-bis(1-methylethyl)benzamide), [OH-].[Na+] (sodium hydroxide), C(Cl)(Cl)Cl (chloroform). Solvent: CC(=O)C (acetone), CC(=O)C (acetone). Product: C(#N)C1=CC=C(OCCCCCOC=2C=CC(=C(OC(C(=O)O)(C)C)C2)C(N(C(C)C)C(C)C)=O)C=C1 (5-[5-[4-cyanophenoxy]pentyloxy]-2-[N,N-bis(1-methylethyl)carbamoyl]phenoxydimethylacetic acid). RXN SMILES: [C:1]([C:3]1[CH:31]=[CH:30][C:6]([O:7][CH2:8][CH2:9][CH2:10][CH2:11][CH2:12][O:13][C:14]2[CH:28]=[CH:27][C:17]([C:18]([N:20]([CH:24]([CH3:26])[CH3:25])[CH:21]([CH3:23])[CH3:22])=[O:19])=[C:16]([OH:29])[CH:15]=2)=[CH:5][CH:4]=1)#[N:2].[OH-:32].[Na+].C(Cl)(Cl)Cl>CC(C)=O>[C:1]([C:3]1[CH:4]=[CH:5][C:6]([O:7][CH2:8][CH2:9][CH2:10][CH2:11][CH2:12][O:13][C:14]2[CH:28]=[CH:27][C:17]([C:18](=[O:19])[N:20]([CH:24]([CH3:25])[CH3:26])[CH:21]([CH3:23])[CH3:22])=[C:16]([CH:15]=2)[O:29][C:17]([CH3:27])([CH3:16])[C:18]([OH:19])=[O:32])=[CH:30][CH:31]=1)#[N:2] |f:1.2|. Reported procedure: A stirred, refluxing mixture of 4-[5-(4-cyanophenoxy)pentyloxy]-2-hydroxy-N,N-bis(1-methylethyl)benzamide (0.5 g, 1.18 mmol), sodium hydroxide (480 mg, 1.2 mmol), and 50 mL of acetone is treated with chloroform (125 μL, 1.6 mmol) in 20 mL of acetone. The reaction is refluxed for 4 hours and concentrated in vacuo. The resulting material is partitioned between ethyl acetate and 1N hydrochloric acid. The organic layer is washed with brine, dried over magnesium sulfate and concentrated. The resultin... Reactants: CC=1C=C2C=CC(OC2=CC1O)=O (6-methyl-7-hydroxycoumarin), C(=O)([O-])[O-].[K+].[K+] (K2CO3), C(C=C)Br (allyl bromide). Solvent: CC(=O)C (acetone). The product is CC=1C=C2C=CC(OC2=CC1OCC=C)=O (6-methyl-7-allyloxycoumarin). Reaction SMILES: [CH3:1][C:2]1[CH:3]=[C:4]2[C:9](=[CH:10][C:11]=1[OH:12])[O:8][C:7](=[O:13])[CH:6]=[CH:5]2.C([O-])([O-])=O.[K+].[K+].[CH2:20](Br)[CH:21]=[CH2:22]>CC(C)=O>[CH3:1][C:2]1[CH:3]=[C:4]2[C:9](=[CH:10][C:11]=1[O:12][CH2:22][CH:21]=[CH2:20])[O:8][C:7](=[O:13])[CH:6]=[CH:5]2 |f:1.2.3|. Procedure details: A mixture of 6-methyl-7-hydroxycoumarin (I) (14.5 g), anhydrous K2CO3 (5 g), allyl bromide (15 ml) and acetone (400 ml) was refluxed for 12 h under stirring. From the refluxed mixture the solid was filtered and washed several times with acetone. The acetonic solution and the pooled washings were concentrated to dryness and the residue crystallized from MeOH, yielding 6-methyl-7-allyloxycoumarin (IV) (11.4 g; m.p. 124°-5° C.). ##STR10## Reactants: CCOC(=O)c1nc(OC)cc(OC)n1, CCO, [Na+], [OH-], O. The product is COc1cc(OC)nc(C(=O)O)n1. RXN SMILES: [CH2:1]([CH3:2])[O:3][C:4](=[O:5])[c:6]1[n:7][c:8]([O:14][CH3:15])[cH:9][c:10]([O:12][CH3:13])[n:11]1.[CH3:18][CH2:19][OH:20].[Na+:17].[OH-:16].[OH2:21]>>[O:3]=[C:4]([OH:5])[c:6]1[n:7][c:8]([O:14][CH3:15])[cH:9][c:10]([O:12][CH3:13])[n:11]1.